Dataset: the Open Reaction Database (ORD), a public repository of structured organic reaction records. Task: describe an organic reaction: reactants, conditions, products, and yield Reactants: NC(=O)OCCCCCl, CCCCCCCCCCCCCCCCCCCNC=O, O=C(Cl)Cl, Clc1ccccc1. Yields the product O=C=NC(=O)OCCCCCl. Reaction SMILES: [C:1]([NH2:2])([O:3][CH2:4][CH2:5][CH2:6][CH2:7][Cl:8])=[O:9].[CH3:14][CH2:15][CH2:16][CH2:17][CH2:18][CH2:19][CH2:20][CH2:21][CH2:22][CH2:23][CH2:24][CH2:25][CH2:26][CH2:27][CH2:28][CH2:29][CH2:30][CH2:31][CH2:32][NH:33][CH:34]=[O:35].[Cl:10][C:11]([Cl:12])=[O:13].[Cl:36][c:37]1[cH:38][cH:39][cH:40][cH:41][cH:42]1>>[C:1]([N:2]=[C:11]=[O:13])([O:3][CH2:4][CH2:5][CH2:6][CH2:7][Cl:8])=[O:9].